From a dataset of the Open Reaction Database (ORD), a public repository of structured organic reaction records. describe an organic reaction: reactants, conditions, products, and yield Reactants: CCOC(=O)C(F)(F)Br, Oc1c(Cl)cc(Br)cc1Cl, O=C([O-])[O-], CC#N, [K+], [K+], O. Product: FC(F)Oc1c(Cl)cc(Br)cc1Cl. As a reaction SMILES: [Br:17][C:18]([C:19]([O:20][CH2:21][CH3:22])=[O:23])([F:24])[F:25].[Br:1][c:2]1[cH:3][c:4]([Cl:10])[c:5]([OH:9])[c:6]([Cl:8])[cH:7]1.[C:11](=[O:12])([O-:13])[O-:14].[CH3:27][C:28]#[N:29].[K+:15].[K+:16].[OH2:26]>>[Br:1][c:2]1[cH:3][c:4]([Cl:10])[c:5]([O:9][CH:18]([F:24])[F:25])[c:6]([Cl:8])[cH:7]1. Procedure details: Using (4-bromo-2-methoxyphenyl)[4-(3,5-dimethylpyridin-2-yl)piperazin-1-yl]methanone (1.01 g) described in Preparation Example 252 and 1-acetylimidazolidin-2-one (0.38 g) and by the reaction and treatment in the same manner as in Example 1, the title compound (0.66 g) was obtained. Yield: 58.5%. Reaction SMILES: Br[C:2]1[CH:7]=[CH:6][C:5]([C:8]([N:10]2[CH2:15][CH2:14][N:13]([C:16]3[C:21]([CH3:22])=[CH:20][C:19]([CH3:23])=[CH:18][N:17]=3)[CH2:12][CH2:11]2)=[O:9])=[C:4]([O:24][CH3:25])[CH:3]=1.[C:26]([N:29]1[CH2:33][CH2:32][NH:31][C:30]1=[O:34])(=[O:28])[CH3:27]>>[C:26]([N:29]1[CH2:33][CH2:32][N:31]([C:2]2[CH:7]=[CH:6][C:5]([C:8]([N:10]3[CH2:15][CH2:14][N:13]([C:16]4[C:21]([CH3:22])=[CH:20][C:19]([CH3:23])=[CH:18][N:17]=4)[CH2:12][CH2:11]3)=[O:9])=[C:4]([O:24][CH3:25])[CH:3]=2)[C:30]1=[O:34])(=[O:28])[CH3:27]. Yields the product C(C)(=O)N1C(N(CC1)C1=CC(=C(C=C1)C(=O)N1CCN(CC1)C1=NC=C(C=C1C)C)OC)=O (1-acetyl-3-{4-[4-(3,5-dimethylpyridin-2-yl)piperazine-1-carbonyl]-3-methoxyphenyl}imidazolidin-2-one). The reactants are BrC1=CC(=C(C=C1)C(=O)N1CCN(CC1)C1=NC=C(C=C1C)C)OC ((4-bromo-2-methoxyphenyl)[4-(3,5-dimethylpyridin-2-yl)piperazin-1-yl]methanone), C(C)(=O)N1C(NCC1)=O (1-acetylimidazolidin-2-one). Starting materials: ClCCl, CSc1nc(-c2cc(C(=O)O)ccc2C)c2ccc(=O)n(-c3c(F)cccc3F)c2n1, O=C(OO)c1cccc(Cl)c1. Product: Cc1ccc(C(=O)O)cc1-c1nc(S(C)=O)nc2c1ccc(=O)n2-c1c(F)cccc1F. RXN SMILES: [Cl:43][CH2:44][Cl:45].[F:1][c:2]1[c:3](-[n:9]2[c:10](=[O:31])[cH:11][cH:12][c:13]3[c:14]2[n:15][c:16]([S:29][CH3:30])[n:17][c:18]3-[c:19]2[cH:20][c:21]([C:22](=[O:23])[OH:24])[cH:25][cH:26][c:27]2[CH3:28])[c:4]([F:8])[cH:5][cH:6][cH:7]1.[OH:32][O:33][C:34]([c:35]1[cH:36][c:37]([Cl:38])[cH:39][cH:40][cH:41]1)=[O:42]>>[F:1][c:2]1[c:3](-[n:9]2[c:10](=[O:31])[cH:11][cH:12][c:13]3[c:14]2[n:15][c:16]([S:29]([CH3:30])=[O:32])[n:17][c:18]3-[c:19]2[cH:20][c:21]([C:22](=[O:23])[OH:24])[cH:25][cH:26][c:27]2[CH3:28])[c:4]([F:8])[cH:5][cH:6][cH:7]1. Starting materials: CCOC(=O)N=NC(=O)OCC, C1CCOC1, CC(C)(C)OC(=O)N1CCC(O)CC1, c1ccc(P(c2ccccc2)c2ccccc2)cc1, Oc1ccc2[nH]ncc2c1. Product: CC(C)(C)OC(=O)N1CCC(Oc2ccc3[nH]ncc3c2)CC1. Reaction SMILES: [O:44]=[C:45]([O:46][CH2:47][CH3:48])[N:49]=[N:50][C:51]([O:52][CH2:53][CH3:54])=[O:55].[O:56]1[CH2:57][CH2:58][CH2:59][CH2:60]1.[OH:11][CH:12]1[CH2:13][CH2:14][N:15]([C:18](=[O:19])[O:20][C:21]([CH3:22])([CH3:23])[CH3:24])[CH2:16][CH2:17]1.[c:25]1([P:26]([c:27]2[cH:28][cH:29][cH:30][cH:31][cH:32]2)[c:33]2[cH:34][cH:35][cH:36][cH:37][cH:38]2)[cH:39][cH:40][cH:41][cH:42][cH:43]1.[nH:1]1[n:2][cH:3][c:4]2[cH:5][c:6]([OH:10])[cH:7][cH:8][c:9]12>>[nH:1]1[n:2][cH:3][c:4]2[cH:5][c:6]([O:10][CH:12]3[CH2:13][CH2:14][N:15]([C:18](=[O:19])[O:20][C:21]([CH3:22])([CH3:23])[CH3:24])[CH2:16][CH2:17]3)[cH:7][cH:8][c:9]12.